Dataset: the Open Reaction Database (ORD), a public repository of structured organic reaction records. Task: describe an organic reaction: reactants, conditions, products, and yield The reactants are OC=1C=C(C(=O)O)C=CC1 (3-Hydroxy-benzoic acid), ON1N=NC2=C1C=CC=C2 (1-hydroxybenzotriazole), Cl.CN(CCCN=C=NCC)C (1-(3-dimethylaminopropyl)-3-ethylcarbodiimide hydrochloride), Cl.C(C)OC(C1=CC(=CC=C1)OC1=NC=CC=C1C(NCC1=CC=C(C=C1)CN)=O)=O (3-[3-(4-aminomethyl-benzylcarbamoyl)-pyridin-2-yloxy]-benzoic acid ethyl ester hydrochloride), CN1CCOCC1 (N-methyl morpholine). Solvent: CN(C=O)C (N,N-dimethylformamide). Reaction conditions: time 18 hour. Product: C(C)OC(C1=CC(=CC=C1)OC1=NC=CC=C1C(NCC1=CC=C(C=C1)CNC(C1=CC(=CC=C1)O)=O)=O)=O (3-(3-{4-[(3-hydroxy-benzoylamino)-methyl]-benzylcarbamoyl}-pyridin-2-yloxy)-benzoic acid ethyl ester). Yield: 45.1%. RXN SMILES: [OH:1][C:2]1[CH:3]=[C:4]([CH:8]=[CH:9][CH:10]=1)[C:5](O)=[O:6].ON1C2C=CC=CC=2N=N1.Cl.CN(C)CCCN=C=NCC.Cl.[CH2:34]([O:36][C:37](=[O:63])[C:38]1[CH:43]=[CH:42][CH:41]=[C:40]([O:44][C:45]2[C:50]([C:51](=[O:62])[NH:52][CH2:53][C:54]3[CH:59]=[CH:58][C:57]([CH2:60][NH2:61])=[CH:56][CH:55]=3)=[CH:49][CH:48]=[CH:47][N:46]=2)[CH:39]=1)[CH3:35].CN1CCOCC1>CN(C)C=O>[CH2:34]([O:36][C:37](=[O:63])[C:38]1[CH:43]=[CH:42][CH:41]=[C:40]([O:44][C:45]2[C:50]([C:51](=[O:62])[NH:52][CH2:53][C:54]3[CH:55]=[CH:56][C:57]([CH2:60][NH:61][C:5](=[O:6])[C:4]4[CH:8]=[CH:9][CH:10]=[C:2]([OH:1])[CH:3]=4)=[CH:58][CH:59]=3)=[CH:49][CH:48]=[CH:47][N:46]=2)[CH:39]=1)[CH3:35] |f:2.3,4.5|. Reported procedure: 3-Hydroxy-benzoic acid (27 mg, 0.19 mmol), 1-hydroxybenzotriazole (31 mg, 0.23 mmol) and 1-(3-dimethylaminopropyl)-3-ethylcarbodiimide hydrochloride (45 mg, 0.23 mmol) were added to a solution of 3-[3-(4-aminomethyl-benzylcarbamoyl)-pyridin-2-yloxy]-benzoic acid ethyl ester hydrochloride (100 mg, 0.19 mmol) (see Preparation 9) and N-methyl morpholine (0.11 ml, 0.97 mmol) in N,N-dimethylformamide (15 ml). The reaction mixture was stirred at room temperature under a nitrogen atmosphere for 18 hour... The reactants are ClCCl, CS(=O)(=O)c1cc(F)c2c(c1)OC(CO)CO2, Cc1ccc(S(=O)(=O)Cl)cc1. The product is Cc1ccc(S(=O)(=O)OCC2COc3c(F)cc(S(C)(=O)=O)cc3O2)cc1. RXN SMILES: [Cl:29][CH2:30][Cl:31].[F:1][c:2]1[cH:3][c:4]([S:14](=[O:15])(=[O:16])[CH3:17])[cH:5][c:6]2[c:11]1[O:10][CH2:9][CH:8]([CH2:12][OH:13])[O:7]2.[c:18]1([CH3:28])[cH:19][cH:20][c:21]([S:24](=[O:25])(=[O:26])[Cl:27])[cH:22][cH:23]1>>[F:1][c:2]1[cH:3][c:4]([S:14](=[O:15])(=[O:16])[CH3:17])[cH:5][c:6]2[c:11]1[O:10][CH2:9][CH:8]([CH2:12][O:13][S:24]([c:21]1[cH:20][cH:19][c:18]([CH3:28])[cH:23][cH:22]1)(=[O:25])=[O:26])[O:7]2. Reactants: NCc1ccccc1SCC(=O)O, CC1(C)SC2C(N)C(=O)N2C1c1nnn[nH]1. Product: CC1(C)SC2C(NC(=O)CSc3ccccc3CN)C(=O)N2C1c1nnn[nH]1. Reaction SMILES: [NH2:17][CH2:18][c:19]1[c:20]([S:25][CH2:26][C:27](=[O:28])[OH:29])[cH:21][cH:22][cH:23][cH:24]1.[NH2:1][CH:2]1[CH:3]2[N:4]([CH:5]([c:10]3[n:11][n:12][n:13][nH:14]3)[C:6]([CH3:8])([CH3:9])[S:7]2)[C:15]1=[O:16]>>[NH:1]([CH:2]1[CH:3]2[N:4]([CH:5]([c:10]3[nH:11][n:12][n:13][n:14]3)[C:6]([CH3:8])([CH3:9])[S:7]2)[C:15]1=[O:16])[C:27]([CH2:26][S:25][c:20]1[c:19]([CH2:18][NH2:17])[cH:24][cH:23][cH:22][cH:21]1)=[O:28]. Reactants: ClC1=CC=C(C=C1)S(=O)(=O)N1C2C=3C=NNC3CC1CCC2 (12-(4-chloro-benzenesulfonyl)-4,5,12-triaza-tricyclo[6.3.1.02,6]-dodeca-2(6),3-diene), C(C(C)C)(=O)Cl (isobutyryl chloride). As a reaction SMILES: [Cl:1][C:2]1[CH:7]=[CH:6][C:5]([S:8]([N:11]2[CH:19]3[CH2:20][CH2:21][CH2:22][CH:12]2[C:13]2[CH:14]=[N:15][NH:16][C:17]=2[CH2:18]3)(=[O:10])=[O:9])=[CH:4][CH:3]=1.[C:23](Cl)(=[O:27])[CH:24]([CH3:26])[CH3:25]>>[Cl:1][C:2]1[CH:7]=[CH:6][C:5]([S:8]([N:11]2[CH:19]3[CH2:20][CH2:21][CH2:22][CH:12]2[C:13]2[C:17]([CH2:18]3)=[N:16][N:15]([C:23](=[O:27])[CH:24]([CH3:26])[CH3:25])[CH:14]=2)(=[O:9])=[O:10])=[CH:4][CH:3]=1. Procedure details: Prepared by acylation of 12-(4-chloro-benzenesulfonyl)-4,5,12-triaza-tricyclo[6.3.1.02,6]-dodeca-2(6),3-diene using isobutyryl chloride. Yields the product ClC1=CC=C(C=C1)S(=O)(=O)N1C2C3=CN(N=C3CC1CCC2)C(C(C)C)=O (1-[12-(4-Chloro-benzenesulfonyl)-4,5,12-triaza-tricyclo[6.3.1.02,6]dodeca-2,5-dien-4-yl]-2-methyl-propan-1-one). Starting materials: C(C)(=O)OCC[C@H](CCC)NC1=NC(=NC(=C1CC1=C(C=C(C=C1)OCCCOS(=O)(=O)C)OC)C)N ((S)-3-(2-amino-5-(2-methoxy-4-(3-(methylsulfonyloxy)propoxy)benzyl)-6-methylpyrimidin-4-ylamino)hexyl acetate), FC(CNCC(=O)OCC)F (ethyl 2-(2,2-difluoroethylamino)acetate). Yields the product C(C)(=O)OCC[C@H](CCC)NC1=NC(=NC(=C1CC1=C(C=C(OCCCN(CC(=O)OCC)CC(F)F)C=C1)OC)C)N ((S)-ethyl 2-((3-(4-((4-(1-acetoxyhexan-3-ylamino)-2-amino-6-methylpyrimidin-5-yl)methyl)-3-methoxyphenoxy)propyl)(2,2-difluoroethyl)amino)acetate). Yield: 51.8%. RXN SMILES: [C:1]([O:4][CH2:5][CH2:6][C@@H:7]([NH:11][C:12]1[C:17]([CH2:18][C:19]2[CH:24]=[CH:23][C:22]([O:25][CH2:26][CH2:27][CH2:28]OS(C)(=O)=O)=[CH:21][C:20]=2[O:34][CH3:35])=[C:16]([CH3:36])[N:15]=[C:14]([NH2:37])[N:13]=1)[CH2:8][CH2:9][CH3:10])(=[O:3])[CH3:2].[F:38][CH:39]([F:48])[CH2:40][NH:41][CH2:42][C:43]([O:45][CH2:46][CH3:47])=[O:44]>>[C:1]([O:4][CH2:5][CH2:6][C@@H:7]([NH:11][C:12]1[C:17]([CH2:18][C:19]2[CH:24]=[CH:23][C:22]([O:25][CH2:26][CH2:27][CH2:28][N:41]([CH2:40][CH:39]([F:38])[F:48])[CH2:42][C:43]([O:45][CH2:46][CH3:47])=[O:44])=[CH:21][C:20]=2[O:34][CH3:35])=[C:16]([CH3:36])[N:15]=[C:14]([NH2:37])[N:13]=1)[CH2:8][CH2:9][CH3:10])(=[O:3])[CH3:2]. Procedure: The sub-title compound was synthesized by the method of example 9 step (vi) from the product of example 9 step (v) (75 mg) and the product of example 3 step (i) (112 mg). The sub-title compound (44 mg) was obtained as a pale yellow oil; 1H NMR (300 MHz, CDCl3); 6.81 (1H, d), 6.44 (1H, d), 6.37 (1H, dd), 5.77 (1H, tt), 4.97 (2H, br s), 4.28-4.09 (3H, m), 4.00-3.85 (4H, m), 3.86 (3H, s), 3.58 (2H, s), 3.45 (2H, s), 3.11-2.86 (4H, m), 2.36 (3H, s), 1.97 (3H, s), 1.95-1.74 (3H, m), 1.63-1.50 (1H, m)... Reactants: O=C(c1ccccc1)N1CCc2nnc(Cl)cc2C1, CNN. The product is CN(N)c1cc2c(nn1)CCN(C(=O)c1ccccc1)C2. As a reaction SMILES: [C:1]([c:2]1[cH:3][cH:4][cH:5][cH:6][cH:7]1)(=[O:8])[N:9]1[CH2:10][c:11]2[c:12]([n:13][n:14][c:15]([Cl:17])[cH:16]2)[CH2:18][CH2:19]1.[CH3:20][NH:21][NH2:22]>>[C:1]([c:2]1[cH:3][cH:4][cH:5][cH:6][cH:7]1)(=[O:8])[N:9]1[CH2:10][c:11]2[c:12]([n:13][n:14][c:15]([N:21]([CH3:20])[NH2:22])[cH:16]2)[CH2:18][CH2:19]1.